This data is from the Open Reaction Database (ORD), a public repository of structured organic reaction records. The task is: describe an organic reaction: reactants, conditions, products, and yield The reactants are COC=1C=CC=C(C1C=2C=CC=CC2P(C3CCCCC3)C4CCCCC4)OC (S-phos), P(=O)([O-])([O-])[O-].[K+].[K+].[K+] (potassium phosphate), BrC=1C=CC(=NC1)OC (5-bromo-2-methoxypyridine), C(C1=CC=CC=C1)B1C2CCCC1CCC2 (9-Benzyl-9-bora-bicyclo[3.3.1]nonane), C1CCOC1 (THF). Reagents/catalysts: C(C)(=O)[O-].[Pd+2].C(C)(=O)[O-] (palladium acetate). The solvent is C(C)OCC (diethyl ether). Run at temperature 60 celsius. Yields the product C(C1=CC=CC=C1)C=1C=CC(=NC1)OC (5-benzyl-2-methoxypyridine). As a reaction SMILES: CO[C:3]1[CH:4]=[CH:5][CH:6]=[C:7](OC)[C:8]=1[C:9]1C=CC=CC=1P(C1CCCCC1)C1CCCCC1.P([O-])([O-])([O-])=O.[K+].[K+].[K+].Br[C:39]1[CH:40]=[CH:41][C:42]([O:45][CH3:46])=[N:43][CH:44]=1.C(B1C2CCCC1CCC2)C1C=CC=CC=1.C1COCC1>C(OCC)C.C([O-])(=O)C.[Pd+2].C([O-])(=O)C>[CH2:9]([C:39]1[CH:40]=[CH:41][C:42]([O:45][CH3:46])=[N:43][CH:44]=1)[C:8]1[CH:7]=[CH:6][CH:5]=[CH:4][CH:3]=1 |f:1.2.3.4,9.10.11|. Reported procedure: A sealable tube was charged with S-phos (0.22 g, 0.53 mmol), palladium acetate (0.060 g, 0.27 mmol), potassium phosphate (8.5 g, 40 mmol) and 5-bromo-2-methoxypyridine (1.8 mL, 13 mmol) under argon. 9-Benzyl-9-bora-bicyclo[3.3.1]nonane 0.5M in THF (53 mL, 27 mmol) was added, the vessel was sealed and heated to 60° C. overnight. The mixture was diluted with diethyl ether and was filtered through a pad of celite. Evaporation of the filtrate and purification by flash chromatography (0-40% EtOAc/hex... Starting materials: BrC=C(C)C1=CC(=C(C=C1)Cl)Cl ((1-Bromoprop-1-en-2-yl)-3,4-dichlorobenzene), CN1CC2=C(NC=3C=CC(=CC23)C)CC1 (2,8-Dimethyl-2,3,4,5-tetrahydro-1H-pyrido[4,3-b]indole), N1[C@H](C(=O)O)CCC1 (L-proline), P(=O)([O-])([O-])[O-].[K+].[K+].[K+] (potassium phosphate). Reagents/catalysts: [Cu]I (Copper (I) iodide). The solvent is CN(C)C=O (DMF). Reaction conditions: time 10 minute. The product is ClC=1C=C(C=CC1Cl)\C(=C/N1C2=C(C=3C=C(C=CC13)C)CN(CC2)C)\C ((Z)-5-(2-(3,4-dichlorophenyl)prop-1-enyl)-2,8-dimethyl-2,3,4,5-tetrahydro-1H-pyrido[4,3-b]indole). Reaction SMILES: [CH3:1][N:2]1[CH2:15][CH2:14][C:5]2[NH:6][C:7]3[CH:8]=[CH:9][C:10]([CH3:13])=[CH:11][C:12]=3[C:4]=2[CH2:3]1.N1CCC[C@H]1C(O)=O.P([O-])([O-])([O-])=O.[K+].[K+].[K+].Br[CH:33]=[C:34]([C:36]1[CH:41]=[CH:40][C:39]([Cl:42])=[C:38]([Cl:43])[CH:37]=1)[CH3:35]>CN(C=O)C.[Cu]I>[Cl:43][C:38]1[CH:37]=[C:36](/[C:34](/[CH3:35])=[CH:33]\[N:6]2[C:7]3[CH:8]=[CH:9][C:10]([CH3:13])=[CH:11][C:12]=3[C:4]3[CH2:3][N:2]([CH3:1])[CH2:15][CH2:14][C:5]2=3)[CH:41]=[CH:40][C:39]=1[Cl:42] |f:2.3.4.5|. Reported procedure: 2,8-Dimethyl-2,3,4,5-tetrahydro-1H-pyrido[4,3-b]indole (200 mg, 1 mmol) was dissolved in DMF. Copper (I) iodide (19 mg, 0.1 mmol), L-proline (23 mg, 0.2 mmol) and potassium phosphate (424 mg, 2 mmol) were added and the reaction mixture was stirred for 10 min. at RT. (1-Bromoprop-1-en-2-yl)-3,4-dichlorobenzene (318 mg, 1.2 mmol) was added dropwise and the reaction mixture was purged with nitrogen. The reaction mixture was heated overnight at 85° C. (prolonged heating in some cases was required). ... Starting materials: C1CN2CCOCC2CN1, COc1cc(F)ccc1[N+](=O)[O-], CS(C)=O, CCOC(C)=O, Cl, Cl, [K+], [K+], O=C([O-])[O-]. Product: COc1cc(N2CCN3CCOCC3C2)ccc1[N+](=O)[O-]. RXN SMILES: [CH2:15]1[O:16][CH2:17][CH2:18][N:19]2[CH:20]1[CH2:21][NH:22][CH2:23][CH2:24]2.[CH3:1][O:2][c:3]1[c:4]([N+:10](=[O:11])[O-:12])[cH:5][cH:6][c:7]([F:9])[cH:8]1.[CH3:31][S:32]([CH3:33])=[O:34].[CH3:35][CH2:36][O:37][C:38]([CH3:39])=[O:40].[ClH:13].[ClH:14].[K+:25].[K+:26].[O-:27][C:28]([O-:29])=[O:30]>>[CH3:1][O:2][c:3]1[c:4]([N+:10](=[O:11])[O-:12])[cH:5][cH:6][c:7]([N:22]2[CH2:21][CH:20]3[CH2:15][O:16][CH2:17][CH2:18][N:19]3[CH2:24][CH2:23]2)[cH:8]1. The reactants are CC(C)(C)OC(N(CCC1=CC=C(C=C1)[N+](=O)[O-])C[C@H](C1=NC(=CC=C1)Cl)O)=O ((R)-N-[2-(4-nitrophenyl)ethyl]-2-hydroxy-2-(6-chloro-2-pyridyl)ethylcarbamic acid 1,1-dimethylethyl ester), [Sn](Cl)Cl (tin(II) chloride), C([O-])(O)=O.[Na+] (sodium bicarbonate), C(C)(=O)OCC (ethyl acetate). Run in CO (methanol). Product: ethyl acetate-hexanes, CC(C)(C)OC(N(CCC1=CC=C(C=C1)N)C[C@H](C1=NC(=CC=C1)Cl)O)=O ((R)-N-[2-(4-aninophenyl)ethyl]-2-hydroxy-2-(6-chloro-2-pyridyl)ethylcarbamic acid 1,1-dimethylethyl ester). The yield is 54.9%. Reaction SMILES: [CH3:1][C:2]([O:5][C:6](=[O:29])[N:7]([CH2:19][C@@H:20]([OH:28])[C:21]1[CH:26]=[CH:25][CH:24]=[C:23]([Cl:27])[N:22]=1)[CH2:8][CH2:9][C:10]1[CH:15]=[CH:14][C:13]([N+:16]([O-])=O)=[CH:12][CH:11]=1)([CH3:4])[CH3:3].[Sn](Cl)Cl.C(=O)(O)[O-].[Na+].C(OCC)(=O)C>CO>[CH3:4][C:2]([O:5][C:6](=[O:29])[N:7]([CH2:19][C@@H:20]([OH:28])[C:21]1[CH:26]=[CH:25][CH:24]=[C:23]([Cl:27])[N:22]=1)[CH2:8][CH2:9][C:10]1[CH:15]=[CH:14][C:13]([NH2:16])=[CH:12][CH:11]=1)([CH3:1])[CH3:3] |f:2.3|. Procedure details: To a solution of 1.00 g (2.37 mmol) of (R)-N-[2-(4-nitrophenyl)ethyl]-2-hydroxy-2-(6-chloro-2-pyridyl)ethylcarbamic acid 1,1-dimethylethyl ester in 60 mL of methanol under an atmosphere of nitrogen was added 1.35 g (7.12 mmol) of tin(II) chloride. The mixture was heated at reflux for 5 h then cooled to room temperature. Saturated aqueous sodium bicarbonate solution was added followed by ethyl acetate. The resulting emulsion was filtered through Celite and the organic phase separated. The aqueous... Reactants: CI, [Na+], [OH-], O, Oc1nc(S)nc2[nH]ncc12. Product: CSc1nc(O)c2cn[nH]c2n1. Reaction SMILES: [CH3:12][I:13].[Na+:15].[OH-:14].[OH2:16].[OH:1][c:2]1[c:3]2[c:4]([n:5][c:6]([SH:8])[n:7]1)[nH:9][n:10][cH:11]2>>[OH:1][c:2]1[c:3]2[c:4]([n:5][c:6]([S:8][CH3:12])[n:7]1)[nH:9][n:10][cH:11]2. The reactants are NC=1SC=C(N1)C(C(=O)OCC)=O (ethyl 2-aminothiazol-4-ylglyoxylate), C(C1=CC=CC=C1)N=C=O (benzyl isocyanate). The solvent is CN(C=O)C (dimethylformamide). The product is C(C1=CC=CC=C1)NC(NC=1SC=C(N1)C(C(=O)OCC)=O)=O (Ethyl 2-(3-benzylureido)thiazol-4-ylglyoxylate). Reaction SMILES: [NH2:1][C:2]1[S:3][CH:4]=[C:5]([C:7](=[O:13])[C:8]([O:10][CH2:11][CH3:12])=[O:9])[N:6]=1.[CH2:14]([N:21]=[C:22]=[O:23])[C:15]1[CH:20]=[CH:19][CH:18]=[CH:17][CH:16]=1>CN(C)C=O>[CH2:14]([NH:21][C:22](=[O:23])[NH:1][C:2]1[S:3][CH:4]=[C:5]([C:7](=[O:13])[C:8]([O:10][CH2:11][CH3:12])=[O:9])[N:6]=1)[C:15]1[CH:20]=[CH:19][CH:18]=[CH:17][CH:16]=1. Procedure details: Following a procedure similar to that described in Preparation 1, the desired compound was prepared from 4.7 g of ethyl 2-aminothiazol-4-ylglyoxylate, 4.5 g of benzyl isocyanate and 30 ml of dimethylformamide. The resulting product was a yellow powder having the following physical properties. Reactants: C(CC)(=O)N[C@@H]1C[C@@H](CC1)C(=O)O ((1R,3S)-3-Propionylamino-cyclopentanecarboxylic acid), ClC(=C(C)C)N(C)C (1-chloro-N,N,2-trimethyl-propenylamine), CNC1=CC=C(C=C1)C1=NC2=C(N1C)C=CC=C2 (N-methyl-N-[4-(1-methyl-1H-benzoimidazol-2-yl)-phenyl]-amine), N1=C(C=C(C=C1C)C)C (2,4,6-collidine). Run in C1CCOC1 (THF), C(Cl)Cl (DCM). The product is CN(C(=O)[C@H]1C[C@H](CC1)NC(CC)=O)C1=CC=C(C=C1)C1=NC2=C(N1C)C=CC=C2 ((1R,3S)-3-Propionylamino-cyclopentanecarboxylic acid N-methyl-N-[4-(1-methyl-1H-benzoimidazol-2-yl)-phenyl]-amide). As a reaction SMILES: [C:1]([NH:5][C@H:6]1[CH2:10][CH2:9][C@@H:8]([C:11]([OH:13])=O)[CH2:7]1)(=[O:4])[CH2:2][CH3:3].ClC(N(C)C)=C(C)C.[CH3:22][NH:23][C:24]1[CH:29]=[CH:28][C:27]([C:30]2[N:34]([CH3:35])[C:33]3[CH:36]=[CH:37][CH:38]=[CH:39][C:32]=3[N:31]=2)=[CH:26][CH:25]=1.N1C(C)=CC(C)=CC=1C>C1COCC1.C(Cl)Cl>[CH3:22][N:23]([C:24]1[CH:29]=[CH:28][C:27]([C:30]2[N:34]([CH3:35])[C:33]3[CH:36]=[CH:37][CH:38]=[CH:39][C:32]=3[N:31]=2)=[CH:26][CH:25]=1)[C:11]([C@@H:8]1[CH2:9][CH2:10][C@H:6]([NH:5][C:1](=[O:4])[CH2:2][CH3:3])[CH2:7]1)=[O:13]. Procedure details: 100.0 mg (0.54 mmol) (1R,3S)-3-Propionylamino-cyclopentanecarboxylic acid (educt IV.1) and 78.6 μL (0.59 mmol) 1-chloro-N,N,2-trimethyl-propenylamine are stirred in 5 mL dry THF at RT for 1 hour. Then this mixture is given to a mixture of 128.1 mg (0.54 mmol) N-methyl-N-[4-(1-methyl-1H-benzoimidazol-2-yl)-phenyl]-amine (educt III.1.a) and 107.0 μL (0.81 mmol) 2,4,6-collidine in DCM at RT. The mixture is stirred over night. The solvent is evaporated. The residue is taken up with water and extract... Reactants: CC(=O)C1=CC=C(C=C1)Br (4-bromoacetophenone), C(OCC)(OCC)=O (diethyl carbonate), Cl (hydrochloric acid), [H-].[Na+] (sodium hydride). Reported procedure: To a mixture of 4-bromoacetophenone (80 g, 0.40 mol), ethanol (1 ml) and diethyl carbonate (350 ml) was added sodium hydride (32 g, 60% in oil) by small portions under ice-cooling and the mixture was stirred at room temperature for 4 hrs. The reaction solution was cooled to 0° C. and 6N hydrochloric acid (200 ml) was added. The mixture was extracted with ethyl acetate (200, 100 ml). The extract was washed with water, dried over anhydrous magnesium sulfate and evaporated under reduced pressure. T... RXN SMILES: [CH3:1][C:2]([C:4]1[CH:9]=[CH:8][C:7]([Br:10])=[CH:6][CH:5]=1)=[O:3].[C:11](=O)([O:15]CC)[O:12][CH2:13][CH3:14].[H-].[Na+].Cl>C(O)C>[Br:10][C:7]1[CH:8]=[CH:9][C:4]([C:2](=[O:3])[CH2:1][C:11]([O:12][CH2:13][CH3:14])=[O:15])=[CH:5][CH:6]=1 |f:2.3|. Run in C(C)O (ethanol). Run at time 4 hour. Product: BrC1=CC=C(C=C1)C(CC(=O)OCC)=O (ethyl 3-(4-bromophenyl)-3-oxopropanoate). Starting materials: ClC1=C(C=C2C(=NC=NC2=C1)NC1=CC(=C(C=C1)Cl)Cl)[N+](=O)[O-] (7-chloro-4-(3',4'-dichloroanilino)-6-nitroquinazoline). Reagents/catalysts: [Fe] (iron). Solvent: C(C)(=O)O (acetic acid). The product is NC=1C=C2C(=NC=NC2=CC1Cl)NC1=CC(=C(C=C1)Cl)Cl (6-amino-7-chloro-4-(3',4'-dichloroanilino)quinazoline). Isolated yield 20.0%. Reaction SMILES: [Cl:1][C:2]1[CH:11]=[C:10]2[C:5]([C:6]([NH:12][C:13]3[CH:18]=[CH:17][C:16]([Cl:19])=[C:15]([Cl:20])[CH:14]=3)=[N:7][CH:8]=[N:9]2)=[CH:4][C:3]=1[N+:21]([O-])=O>C(O)(=O)C.[Fe]>[NH2:21][C:3]1[CH:4]=[C:5]2[C:10](=[CH:11][C:2]=1[Cl:1])[N:9]=[CH:8][N:7]=[C:6]2[NH:12][C:13]1[CH:18]=[CH:17][C:16]([Cl:19])=[C:15]([Cl:20])[CH:14]=1. Reported procedure: Using an analogous procedure to that described in Example 9, 7-chloro-4-(3',4'-dichloroanilino)-6-nitroquinazoline was reduced with iron in acetic acid to give 6-amino-7-chloro-4-(3',4'-dichloroanilino)quinazoline in 20% yield;